Dataset: the Open Reaction Database (ORD), a public repository of structured organic reaction records. Task: describe an organic reaction: reactants, conditions, products, and yield The reactants are Cc1ccccc1, ClCCl, O=[N+]([O-])c1ccc(CCO)c([N+](=O)[O-])c1, c1ccncc1. Product: O=[N+]([O-])c1ccc(CCCl)c([N+](=O)[O-])c1. RXN SMILES: [CH3:16][c:17]1[cH:18][cH:19][cH:20][cH:21][cH:22]1.[Cl:29][CH2:30][Cl:31].[N+:1](=[O:2])([O-:3])[c:4]1[c:5]([CH2:13][CH2:14][OH:15])[cH:6][cH:7][c:8]([N+:10](=[O:11])[O-:12])[cH:9]1.[cH:23]1[cH:24][cH:25][n:26][cH:27][cH:28]1>>[N+:1](=[O:2])([O-:3])[c:4]1[c:5]([CH2:13][CH2:14][Cl:29])[cH:6][cH:7][c:8]([N+:10](=[O:11])[O-:12])[cH:9]1. The reactants are C(C)(=O)[O-].C(CCCCCCCCC)[N+](C)(C)CCCCCCCCCC (didecyldimethylammonium acetate). Run in O.N (ammonia water). Product: C(C)(=O)[O-].C(CCCCCCCCC)[N+](C)(C)CCCCCCCCCC.O.N (Didecyldimethylammonium acetate ammonia water). RXN SMILES: [C:1]([O-:4])(=[O:3])[CH3:2].[CH2:5]([N+:15]([CH2:18][CH2:19][CH2:20][CH2:21][CH2:22][CH2:23][CH2:24][CH2:25][CH2:26][CH3:27])([CH3:17])[CH3:16])[CH2:6][CH2:7][CH2:8][CH2:9][CH2:10][CH2:11][CH2:12][CH2:13][CH3:14]>O.N>[C:1]([O-:4])(=[O:3])[CH3:2].[CH2:18]([N+:15]([CH2:5][CH2:6][CH2:7][CH2:8][CH2:9][CH2:10][CH2:11][CH2:12][CH2:13][CH3:14])([CH3:17])[CH3:16])[CH2:19][CH2:20][CH2:21][CH2:22][CH2:23][CH2:24][CH2:25][CH2:26][CH3:27].[OH2:3].[NH3:15] |f:0.1,2.3,4.5.6.7|. Procedure details: The procedure of Example 156 was followed substituting a treating solution of 1% didecyldimethylammonium acetate in 3% ammonia water for the treating solution. Starting materials: [N+](=O)([O-])C=1C=C(C(=O)Cl)C=CC1[N+](=O)[O-] (3,4-dinitrobenzoyl chloride), Example 2 ( A ), C1=CC=CC=C1 (benzene), C(C)(C)(C)O (t-butyl alcohol). The solvent is N1=CC=CC=C1 (pyridine). The product is [N+](=O)([O-])C=1C=C(C(=O)OC(C)(C)C)C=CC1[N+](=O)[O-] (t-butyl 3,4-dinitrobenzoate). Yield: 49.0%. Reaction SMILES: [N+:1]([C:4]1[CH:5]=[C:6]([CH:10]=[CH:11][C:12]=1[N+:13]([O-:15])=[O:14])[C:7](Cl)=[O:8])([O-:3])=[O:2].C1C=CC=CC=1.[C:22]([OH:26])([CH3:25])([CH3:24])[CH3:23]>N1C=CC=CC=1>[N+:1]([C:4]1[CH:5]=[C:6]([CH:10]=[CH:11][C:12]=1[N+:13]([O-:15])=[O:14])[C:7]([O:26][C:22]([CH3:25])([CH3:24])[CH3:23])=[O:8])([O-:3])=[O:2]. Procedure: The crude 3,4-dinitrobenzoyl chloride, 500 ml. of benzene, 25 ml. of pyridine and 22 g. (0.3 mole) of t-butyl alcohol were reacted as in Example 2 (A), second paragraph, to provide 33 g. (49 percent yield) of t-butyl 3,4-dinitrobenzoate. The reactants are CC#N, CCN(C(C)C)C(C)C, CCOC(=O)c1cnc(Cl)nc1Cl, Nc1ccc(-n2cccn2)c(F)c1, O. The product is CCOC(=O)c1cnc(Cl)nc1Nc1ccc(-n2cccn2)c(F)c1. As a reaction SMILES: [CH3:37][C:38]#[N:39].[CH:27]([N:28]([CH2:29][CH3:30])[CH:31]([CH3:32])[CH3:33])([CH3:34])[CH3:35].[Cl:1][c:2]1[n:3][cH:4][c:5]([C:9](=[O:10])[O:11][CH2:12][CH3:13])[c:6]([Cl:8])[n:7]1.[F:14][c:15]1[cH:16][c:17]([NH2:26])[cH:18][cH:19][c:20]1-[n:21]1[n:22][cH:23][cH:24][cH:25]1.[OH2:36]>>[Cl:1][c:2]1[n:3][cH:4][c:5]([C:9](=[O:10])[O:11][CH2:12][CH3:13])[c:6]([NH:26][c:17]2[cH:16][c:15]([F:14])[c:20](-[n:21]3[n:22][cH:23][cH:24][cH:25]3)[cH:19][cH:18]2)[n:7]1. Starting materials: CN(C=NS(=O)(=O)C1=CC2=[N+](C=CC=C2S1)[O-])C (N,N-dimethyl-N'-(4-oxido-thieno[3,2-b]pyridine-2-sulfonyl)formamidine), C(C)(=O)OC(C)=O (acetic anhydride). Run at temperature 140 celsius. Product: S(N)(=O)(=O)C1=CC=2NC(C=CC2S1)=O (2-Sulfamoylthieno[3,2-b]pyridin-5(4H)-one). Yield: 33.0%. RXN SMILES: CN(C)C=[N:4][S:5]([C:8]1[S:16][C:15]2[C:10](=[N+:11]([O-])[CH:12]=[CH:13][CH:14]=2)[CH:9]=1)(=[O:7])=[O:6].C(OC(=O)C)(=[O:21])C>>[S:5]([C:8]1[S:16][C:15]2[CH:14]=[CH:13][C:12](=[O:21])[NH:11][C:10]=2[CH:9]=1)(=[O:7])(=[O:6])[NH2:4]. Reported procedure: A suspension of N,N-dimethyl-N'-(4-oxido-thieno[3,2-b]pyridine-2-sulfonyl)formamidine (6.23 g, 22.6 mmol) in acetic anhydride (70 ml), under a nitrogen atmosphere, was heated at 140° C. for 20-22 hours to give a dark solution. The excess acetic anhydride was removed on a rotary evaporator and 6 N HCl (90 ml) was added to the residue and it was warmed at 80° C. for four hours. This reaction mixture was cooled and ice was added as product began to precipitate. Upon standing several crops were coll... Reactants: COC(=O)C1C2CCC(CC1)N2C(=O)OC(C)(C)C (8-Azabicyclo[3.2.1]octane-2,8-dicarboxylic acid 8-tert-butyl ester 2-methyl ester), [Cl-].[NH4+] (ammonium chloride), ICCC (1-iodopropane), C[Si](C)(C)[N-][Si](C)(C)C.[K+] (potassium bis(trimethylsilyl) amide), C1(=CC=CC=C1)C (toluene). Solvent: O1CCCC1 (tetrahydrofuran). Run at temperature -76 celsius, time 1.5 hour. Product: COC(=O)C1(C2CCC(CC1)N2C(=O)OC(C)(C)C)CCC (2-propyl-8-aza-bicyclo[3.2.1]octane-2,8-dicarboxylic acid 8-tert-butyl ester 2-methyl ester). As a reaction SMILES: [CH3:1][O:2][C:3]([CH:5]1[CH2:11][CH2:10][CH:9]2[N:12]([C:13]([O:15][C:16]([CH3:19])([CH3:18])[CH3:17])=[O:14])[CH:6]1[CH2:7][CH2:8]2)=[O:4].I[CH2:21][CH2:22][CH3:23].C[Si]([N-][Si](C)(C)C)(C)C.[K+].C1(C)C=CC=CC=1.[Cl-].[NH4+]>O1CCCC1>[CH3:1][O:2][C:3]([C:5]1([CH2:21][CH2:22][CH3:23])[CH2:11][CH2:10][CH:9]2[N:12]([C:13]([O:15][C:16]([CH3:19])([CH3:18])[CH3:17])=[O:14])[CH:6]1[CH2:7][CH2:8]2)=[O:4] |f:2.3,5.6|. Procedure: 8-Azabicyclo[3.2.1]octane-2,8-dicarboxylic acid 8-tert-butyl ester 2-methyl ester as a mixture of endo and exo isomers from Step 5 (1.0 g, 3.7 mmol) was dissolved in tetrahydrofuran (30 mL), and 1-iodopropane (3.2 g, 19 mmol) was added. The resulting solution was cooled to −76° C. and treated dropwise over 15 minutes with solution of potassium bis(trimethylsilyl) amide in toluene (0.5 M, 11.1 mL, 5.6 mmol). Stirring was continued at −76° C. for 1.5 hours, and the reaction mixture was then allowe... The reactants are [Zn] (zinc), [Cl-].[Li+] (lithium chloride), C(CCCCC)C(CBr)CCCCCC (2-hexyl-1-bromooctane), [Zn] (zinc), II (iodine), [Zn] (zinc). Run in C1CCOC1 (THF). The product is [Br-].C(CCCCC)C(C[Zn+])CCCCCC (2-hexyl-1-octylzinc bromide). RXN SMILES: [Zn:1].[Cl-].[Li+].II.[CH2:6]([CH:12]([CH2:15][CH2:16][CH2:17][CH2:18][CH2:19][CH3:20])[CH2:13][Br:14])[CH2:7][CH2:8][CH2:9][CH2:10][CH3:11]>C1COCC1>[Br-:14].[CH2:6]([CH:12]([CH2:15][CH2:16][CH2:17][CH2:18][CH2:19][CH3:20])[CH2:13][Zn+:1])[CH2:7][CH2:8][CH2:9][CH2:10][CH3:11] |f:1.2,6.7|. Reported procedure: A mixture of zinc dust (1.91 g, 29.9 mmol) and lithium chloride (1.35 g, 31.8 mmol) was heated strongly under vacuum for about 10 minutes. After cooling to room temperature, the flask was filled with nitrogen and iodine (0.294 g, 1.16 mmol) added. The solid mixture was stirred for 5 minutes before the addition of dry THF (20 mL). The slurry was heated to 90° C. and then 2-hexyl-1-bromooctane added in a single portion (5.0 g, 18 mmol) with the progress of zinc insertion monitored by GC-MS of a qu...